Dataset: the Open Reaction Database (ORD), a public repository of structured organic reaction records. Task: describe an organic reaction: reactants, conditions, products, and yield The reactants are C[Si](C)(C)[N-][Si](C)(C)C.[Na+] (sodium bistrimethylsilylamide), Cl (hydrochloric acid), COC1=CC=C2C(CSCC2=C1)=O (7-Methoxyisothiochroman-4-one), FC(C(=O)C=1NC=CN1)(F)F (Trifluoroacetyl imidazole). Solvent: O1CCCC1 (tetrahydrofuran), O1CCCC1 (tetrahydrofuran). Run at temperature -78 celsius, time 0.5 hour. The product is COC1=CC=C2C(C(SCC2=C1)C(C(F)(F)F)=O)=O (7-methoxy-3-(trifluoroacetyl)-isothiochroman-4-one). As a reaction SMILES: [CH3:1][O:2][C:3]1[CH:12]=[C:11]2[C:6]([C:7](=[O:13])[CH2:8][S:9][CH2:10]2)=[CH:5][CH:4]=1.C[Si]([N-][Si](C)(C)C)(C)C.[Na+].[F:24][C:25]([F:34])([F:33])[C:26](C1NC=CN=1)=[O:27].Cl>O1CCCC1>[CH3:1][O:2][C:3]1[CH:12]=[C:11]2[C:6]([C:7](=[O:13])[CH:8]([C:26](=[O:27])[C:25]([F:34])([F:33])[F:24])[S:9][CH2:10]2)=[CH:5][CH:4]=1 |f:1.2|. Reported procedure: 7-Methoxyisothiochroman-4-one from Step 3 (0.58 g, 3.0 mmol) was dissolved in tetrahydrofuran (30 mL) and cooled to -78° C. A solution of sodium bistrimethylsilylamide (3.0 mL of a 1.0M tetrahydrofuran solution) was added and the reaction stirred for 0.5 hours at -78° C. Trifluoroacetyl imidazole (0.41 mL, 3.6 mmol) was added and the reaction was warmed to room temperature and stirred under a nitrogen atmosphere for 16 hours. At this time, 1N hydrochloric acid (200 mL) was added to the reaction ... Reactants: COCC1(OC2=CC=C(C=C2C(C1O)N1C(C=CC=C1)=O)Br)C (2-methoxymethyl-2-methyl-4-(1,2-dihydro-2-oxo-1-pyridyl)-6-bromo-3-chromanol). The reagents and catalysts are [Pd] (Pd-C). Solvent: CO (methanol). Product: COCC1(OC2=CC=CC=C2C(C1O)N1C(C=CC=C1)=O)C (2-methoxymethyl-2-methyl-4-(1,2-dihydro-2-oxo-1-pyridyl)-3-chromanol). Reaction SMILES: [CH3:1][O:2][CH2:3][C:4]1([CH3:23])[CH:13]([OH:14])[CH:12]([N:15]2[CH:20]=[CH:19][CH:18]=[CH:17][C:16]2=[O:21])[C:11]2[C:6](=[CH:7][CH:8]=[C:9](Br)[CH:10]=2)[O:5]1>CO.[Pd]>[CH3:1][O:2][CH2:3][C:4]1([CH3:23])[CH:13]([OH:14])[CH:12]([N:15]2[CH:20]=[CH:19][CH:18]=[CH:17][C:16]2=[O:21])[C:11]2[C:6](=[CH:7][CH:8]=[CH:9][CH:10]=2)[O:5]1. Procedure: A solution of 280 mg of 2-methoxymethyl-2-methyl-4-(1,2-dihydro-2-oxo-1-pyridyl)-6-bromo-3-chromanol is hydrogenated on 140 mg of 20% Pd-C in 80 ml of methanol at 20° and 1 bar, the mixture is filtered, the filtrate is evaporated and 2-methoxymethyl-2-methyl-4-(1,2-dihydro-2-oxo-1-pyridyl)-3-chromanol m.p. 244°-246° C. is obtained after chromatographic purification on silica gel. Starting materials: ClC=1C(=CC2=C(NC(CC(=N2)C2=CC(=CC=C2)N2N=NC=C2CO)=O)C1)N(C)C(C)C (8-chloro-4-[3-(5-hydroxymethyl-[1,2,3]triazol-1-yl)-phenyl]-7-(isopropyl-methyl-amino)-1,3-dihydro-benzo[b][1,4]diazepin-2-one), S(=O)(Cl)Cl (thionylchloride), [Cl-] (chloride), C(C)(C)N (isopropylamine). Run in ClCCl (dichloromethane), CN(C)C=O (DMF). Product: ClC=1C(=CC2=C(NC(CC(=N2)C2=CC(=CC=C2)N2N=NC=C2CNC(C)C)=O)C1)N(C)C(C)C (8-Chloro-4-{3-[5-(isopropylamino-methyl)-[1,2,3]triazol-1-yl]-phenyl}-7-(isopropyl-methyl-amino)-1,3-dihydro-benzo[b][1,4]diazepin-2-one), solid. Isolated yield 67.0%. Reaction SMILES: [Cl:1][C:2]1[C:3]([N:27]([CH:29]([CH3:31])[CH3:30])[CH3:28])=[CH:4][C:5]2[N:11]=[C:10]([C:12]3[CH:17]=[CH:16][CH:15]=[C:14]([N:18]4[C:22]([CH2:23]O)=[CH:21][N:20]=[N:19]4)[CH:13]=3)[CH2:9][C:8](=[O:25])[NH:7][C:6]=2[CH:26]=1.S(Cl)(Cl)=O.[Cl-].[CH:37]([NH2:40])([CH3:39])[CH3:38]>ClCCl.CN(C=O)C>[Cl:1][C:2]1[C:3]([N:27]([CH:29]([CH3:31])[CH3:30])[CH3:28])=[CH:4][C:5]2[N:11]=[C:10]([C:12]3[CH:17]=[CH:16][CH:15]=[C:14]([N:18]4[C:22]([CH2:23][NH:40][CH:37]([CH3:39])[CH3:38])=[CH:21][N:20]=[N:19]4)[CH:13]=3)[CH2:9][C:8](=[O:25])[NH:7][C:6]=2[CH:26]=1. Procedure: The title compound was prepared from 8-chloro-4-[3-(5-hydroxymethyl-[1,2,3]triazol-1-yl)-phenyl]-7-(isopropyl-methyl-amino)-1,3-dihydro-benzo[b][1,4]diazepin-2-one (Example 96) (220 mg, 0.50 mmol) by reaction with thionylchloride in dichloromethane and subsequent treatment of the corresponding chloride with isopropylamine in DMF according to the method described in Example 45. Obtained as a light yellow solid (160 mg, 67%). Starting materials: N[C@@H](C(=O)N[C@@H]([C@@H](C)C1=CC=CC=C1)C1=NC2=C(N1)C=C(C=C2)I)C2=CC=C(C=C2)OCC(N(CCO[Si](C)(C)C)CCO[Si](C)(C)C)=O ((R)-2-amino-2-(4-{[bis-(2-trimethylsilanyloxy-ethyl)-carbamoyl]-methoxy}-phenyl)-N-[(1S,2S)-1-(6-iodo-1H-benzoimidazol-2-yl)-2-phenyl-propyl]-acetamide), O=C(OC(Cl)(Cl)Cl)Cl (diphosgene). Conditions: time 15 minute. Yields the product OCCN(C(COC1=CC=C(C=C1)[C@H]1NC(N(C1=O)[C@@H]([C@@H](C)C1=CC=CC=C1)C1=NC2=C(N1)C=C(C=C2)I)=O)=O)CCO (N,N-bis-(2-hydroxy-ethyl)-2-(4-{(R)-1-[(1S,2S)-1-(6-iodo-1H-benzoimidazol-2-yl)-2-phenyl-propyl]-2,5-dioxo-imidazolidin-4-yl}-phenoxy)-acetamide). Yield: 27.7%. As a reaction SMILES: [NH2:1][C@H:2]([C:25]1[CH:30]=[CH:29][C:28]([O:31][CH2:32][C:33](=[O:49])[N:34]([CH2:42][CH2:43][O:44][Si](C)(C)C)[CH2:35][CH2:36][O:37][Si](C)(C)C)=[CH:27][CH:26]=1)[C:3]([NH:5][C@H:6]([C:15]1[NH:19][C:18]2[CH:20]=[C:21]([I:24])[CH:22]=[CH:23][C:17]=2[N:16]=1)[C@H:7]([C:9]1[CH:14]=[CH:13][CH:12]=[CH:11][CH:10]=1)[CH3:8])=[O:4].[O:50]=[C:51](Cl)OC(Cl)(Cl)Cl>>[OH:37][CH2:36][CH2:35][N:34]([CH2:42][CH2:43][OH:44])[C:33](=[O:49])[CH2:32][O:31][C:28]1[CH:29]=[CH:30][C:25]([C@@H:2]2[C:3](=[O:4])[N:5]([C@H:6]([C:15]3[NH:19][C:18]4[CH:20]=[C:21]([I:24])[CH:22]=[CH:23][C:17]=4[N:16]=3)[C@H:7]([C:9]3[CH:14]=[CH:13][CH:12]=[CH:11][CH:10]=3)[CH3:8])[C:51](=[O:50])[NH:1]2)=[CH:26][CH:27]=1. Reported procedure: After cyclization of (R)-2-amino-2-(4-{[bis-(2-trimethylsilanyloxy-ethyl)-carbamoyl]-methoxy}-phenyl)-N-[(1S,2S)-1-(6-iodo-1H-benzoimidazol-2-yl)-2-phenyl-propyl]-acetamide with diphosgene was complete and the reaction mixture had been partitioned between ethyl acetate and ice/water (as described in example 1, step 1-G) 1N aqueous hydrochloric acid (20 mL) was added to the ethyl acetate extracts and the mixture was stirred at ambient temperature for 15 minutes. The layers were separated and the ...